This data is from the Open Reaction Database (ORD), a public repository of structured organic reaction records. The task is: describe an organic reaction: reactants, conditions, products, and yield Starting materials: O=C(O)c1cc2ccccc2o1, C[C@H](N)c1cccc2ccccc12. Reagents/catalysts: CN(C)C(=[N+](C)C)ON1C2=C(C=CC=N2)N=N1.F[P-](F)(F)(F)(F)F (HATU), CCN(C(C)C)C(C)C (DIPEA). Run in CN(C)C=O (DMF), CN(C)C=O (DMF), CN(C)C=O (DMF), CN(C)C=O (DMF), CN(C)C=O (DMF), CN(C)C=O (DMF). Run at temperature 25 celsius, time 2 hour. Yields the product CC(NC(=O)c1cc2ccccc2o1)c1cccc2ccccc12. Isolated yield 92.7%. Reaction SMILES: C[C@H](N)c1cccc2ccccc12.O=C(O)c1cc2ccccc2o1.CN(C)C(=[N+](C)C)ON1C2=C(C=CC=N2)N=N1.F[P-](F)(F)(F)(F)F.CCN(C(C)C)C(C)C.CN(C)C=O>>CC(NC(=O)c1cc2ccccc2o1)c1cccc2ccccc12. RXN SMILES: C([N:4]1[CH2:9][CH2:8][C:7]2[S:10][C:11]([N+:13]([O-:15])=[O:14])=[CH:12][C:6]=2[CH2:5]1)(=O)C.[ClH:16]>>[ClH:16].[N+:13]([C:11]1[S:10][C:7]2[CH2:8][CH2:9][NH:4][CH2:5][C:6]=2[CH:12]=1)([O-:15])=[O:14] |f:2.3|. Product: Cl.[N+](=O)([O-])C1=CC=2CNCCC2S1 (2-Nitro-4,5,6,7-tetrahydrothieno[3,2-c]pyridine hydrochloride). The reactants are C(C)(=O)N1CC2=C(CC1)SC(=C2)[N+](=O)[O-] (5-acetyl-2-nitro-4,5,6,7-tetrahydrothieno[3,2-c]pyridine), Cl (hydrochloric acid). Procedure details: 2.38 g (10.53 mmole) of 5-acetyl-2-nitro-4,5,6,7-tetrahydrothieno[3,2-c]pyridine [prepared as described in step (b) above] were heated under reflux for 2 hours in 60 ml of 10% w/v aqueous hydrochloric acid. The reaction mixture was then concentrated to dryness by evaporation under reduced pressure, to give 2.19 g of the title compound as brown crystals.